This data is from the Open Reaction Database (ORD), a public repository of structured organic reaction records. The task is: describe an organic reaction: reactants, conditions, products, and yield Reactants: COC1=CC=C2C=C(CCC2=C1)C1=C(C=C(C=C1)OC)[N+](=O)[O-] (7-methoxy-3-(4-methoxy-2-nitrophenyl)-1,2-dihydronaphthalene), [Cl-].[NH4+] (ammonium chloride), O (water). The reagents and catalysts are [Fe] (iron). The solvent is CO (methanol). Reaction conditions: temperature 80 celsius, time 6 hour. The product is COC=1C=CC(=C(C1)N)C1=CC2=CC=C(C=C2CC1)OC (5-Methoxy-2-(6-methoxy-3,4-dihydronaphthalen-2-yl)phenylamine). The yield is 65.7%. Reaction SMILES: [CH3:1][O:2][C:3]1[CH:12]=[C:11]2[C:6]([CH:7]=[C:8]([C:13]3[CH:18]=[CH:17][C:16]([O:19][CH3:20])=[CH:15][C:14]=3[N+:21]([O-])=O)[CH2:9][CH2:10]2)=[CH:5][CH:4]=1.[Cl-].[NH4+].O>CO.[Fe]>[CH3:20][O:19][C:16]1[CH:17]=[CH:18][C:13]([C:8]2[CH2:9][CH2:10][C:11]3[C:6](=[CH:5][CH:4]=[C:3]([O:2][CH3:1])[CH:12]=3)[CH:7]=2)=[C:14]([NH2:21])[CH:15]=1 |f:1.2|. Procedure details: To a suspension of 7-methoxy-3-(4-methoxy-2-nitrophenyl)-1,2-dihydronaphthalene (600 mg), iron (430 mg) and ammonium chloride (830 mg) in methanol (15 ml) was added water (6 ml), and the solution was stirred for 6 hours at 80° C. The solution was filtered through celite pad, extracted with ethyl acetate, then sequentially washed with water and brine, and the solvent was evaporated in vacuo. The residue was purified by NH silica gel column chromatography (hexane-ethyl acetate system) to provide t... The reactants are FC(CCC(CC(=O)OCC)CC1=CC(=CC=C1)OC)(F)F (Ethyl 6,6,6-trifluoro-3-{[3-(methyloxy)phenyl]methyl}hexanoate), [OH-].[Na+] (NaOH). Run in CCO (EtOH), C1CCOC1 (THF). The product is FC(CCC(CC(=O)O)CC1=CC(=CC=C1)OC)(F)F (6,6,6-Trifluoro-3-{[3-(methyloxy)phenyl]methyl}hexanoic acid). The yield is 97.7%. As a reaction SMILES: [F:1][C:2]([F:22])([F:21])[CH2:3][CH2:4][CH:5]([CH2:12][C:13]1[CH:18]=[CH:17][CH:16]=[C:15]([O:19][CH3:20])[CH:14]=1)[CH2:6][C:7]([O:9]CC)=[O:8].[OH-].[Na+]>C1COCC1.CCO>[F:1][C:2]([F:21])([F:22])[CH2:3][CH2:4][CH:5]([CH2:12][C:13]1[CH:18]=[CH:17][CH:16]=[C:15]([O:19][CH3:20])[CH:14]=1)[CH2:6][C:7]([OH:9])=[O:8] |f:1.2|. Procedure details: Ethyl ester (119) (1.75 g, 5.50 mmol) was saponified with 1 N NaOH in THF and EtOH to give 1.56 g (98%) of the title compound (120) as a yellow oil. 1H NMR (400 MHz, CDCl3): δ 1.60-1.70 (m, 2H), 2.05-2.40 (m, 5H), 2.55-2.70 (m, 2H), 3.80 (s, 3H), 6.70-6.74 (m, 1H), 6.74-6.80 (m, 2H), 7.21 (t, J=7.9 Hz, 1H). The reactants are ClC(C(=O)OCC)(F)F (ethyl chlorodifluoroacetate), CC(C(C)(C)C)=O (pinacolone), C[O-].[Na+] (sodium methoxide), C(C)(=O)O (acetic acid). Reagents/catalysts: C(C)(=O)[O-].[Cu+2].C(C)(=O)[O-] (copper (II) acetate). Run in CCOCC (ether), CCOCC (ether), CCOCC (ether), O (water), O (water). Product: ClC(C(CC(C(C)(C)C)=O)=O)(F)F (1-Chloro-1,1-difluoro-5,5-dimethyl-2,4-hexanedione). The yield is 49.0%. RXN SMILES: C[O-].[Na+].[Cl:4][C:5]([F:12])([F:11])[C:6]([O:8]CC)=O.[CH3:13][C:14](=[O:19])[C:15]([CH3:18])([CH3:17])[CH3:16].C(O)(=O)C>CCOCC.O.C([O-])(=O)C.[Cu+2].C([O-])(=O)C>[Cl:4][C:5]([F:11])([F:12])[C:6](=[O:8])[CH2:13][C:14](=[O:19])[C:15]([CH3:18])([CH3:17])[CH3:16] |f:0.1,7.8.9|. Procedure details: 7.1 g of sodium methoxide was added to 100 ml of dry ether, and the mixture was stirred. A solution of 20 g of ethyl chlorodifluoroacetate diluted with 25 ml of dry ether was added dropwise at room temperature. Further, a solution of 12.5 g of pinacolone diluted with 25 ml of dry ether was added dropwise, and the mixture was stirred overnight at room temperature. Then, to the reaction solution, a solution of 8.4 g of glacial acetic acid diluted with 100 ml of water and a solution of 23.6 g of co... Run in C1=CC=CC=C1 (benzene). Starting materials: C(C)(=O)OC1C(SC(=C1)C=1SC=CC1)C1=CC=CC=C1 (3-Acetoxy-2-phenyl-5-(2-thienyl)-dihydrothiophene). Reaction SMILES: [C:1]([O:4][CH:5]1[CH:9]=[C:8]([C:10]2[S:11][CH:12]=[CH:13][CH:14]=2)[S:7][CH:6]1[C:15]1[CH:20]=[CH:19][CH:18]=[CH:17][CH:16]=1)(=[O:3])[CH3:2]>C1C=CC=CC=1>[C:1]([O:4][C:5]1[CH:9]=[C:8]([C:10]2[S:11][CH:12]=[CH:13][CH:14]=2)[S:7][C:6]=1[C:15]1[CH:20]=[CH:19][CH:18]=[CH:17][CH:16]=1)(=[O:3])[CH3:2]. Procedure: To a stirred solution of crude (III) in benzene (35 ml) at room temperature was added 2,3-dichloro-5,6-dicyano-1,4-benzoguinone (1.0 g, 0.0048 mmol) all at once, and the mixture was allowed to stir overnight at ambient temperatures. The mixture was then filtered, the volatiles removed (hi-vac), and the residue chromatographed on silica gel (methylene chloride/hexane) to yield 0.35 g of the title compound. M.S. (M+)=300; NMR: consistent. ##STR25## The product is C(C)(=O)OC1=C(SC(=C1)C=1SC=CC1)C1=CC=CC=C1 (3-Acetoxy-2-phenyl-5-(2-thienyl)-thiophene). Reaction conditions: time 8 hour. Starting materials: FC1=C(C=CC(=C1)Cl)C1=CC=C(C=C1)C(CCC(=O)O)=O (4-(2'-fluoro-4'-chloro-4-biphenylyl)-4-oxo-butyric acid), C1(CCCCC1)N (cyclohexylamine). The solvent is C(C)(C)O (isopropanol). Yields the product FC1=C(C=CC(=C1)Cl)C1=CC=C(C=C1)C(CCC(=O)O)O (4-(2'-Fluoro-4'-chloro-4-biphenylyl)-4-hydroxy-butyric acid). Isolated yield 69.0%. Reaction SMILES: [F:1][C:2]1[CH:7]=[C:6]([Cl:8])[CH:5]=[CH:4][C:3]=1[C:9]1[CH:14]=[CH:13][C:12]([C:15](=[O:21])[CH2:16][CH2:17][C:18]([OH:20])=[O:19])=[CH:11][CH:10]=1.C1(N)CCCCC1>C(O)(C)C>[F:1][C:2]1[CH:7]=[C:6]([Cl:8])[CH:5]=[CH:4][C:3]=1[C:9]1[CH:14]=[CH:13][C:12]([CH:15]([OH:21])[CH2:16][CH2:17][C:18]([OH:20])=[O:19])=[CH:11][CH:10]=1. Reported procedure: Prepared analogous to Example 25 from 4-(2'-fluoro-4'-chloro-4-biphenylyl)-4-oxo-butyric acid. Yield: 69% of theory; m.p. of the cyclohexylamine salt: 165°-167° C. (from isopropanol). The reactants are COC(CC1=CC(=CC=C1)NC1=NC=NC(=N1)Cl)=O ([3-(4-Chloro-[1,3,5]triazin-2-ylamino)phenyl]acetic acid methyl ester), ClC=1NC2=C(N1)C=CC=C2 (2-chlorobenzimidazole), C(=O)([O-])[O-].[K+].[K+] (K2CO3). Run in C(=O)(C)C#N (AcCN). Run at temperature 407.5 celsius. The product is COC(CC1=CC(=CC=C1)NC1=NC=NC(=N1)N1C(=NC2=C1C=CC=C2)Cl)=O ({3-[4-(2-chloro-benzimidazol-1-yl)-[1,3,5]triazin-2-ylamino]phenyl}acetic acid methyl ester). As a reaction SMILES: [CH3:1][O:2][C:3](=[O:19])[CH2:4][C:5]1[CH:10]=[CH:9][CH:8]=[C:7]([NH:11][C:12]2[N:17]=[C:16](Cl)[N:15]=[CH:14][N:13]=2)[CH:6]=1.[Cl:20][C:21]1[NH:22][C:23]2[CH:29]=[CH:28][CH:27]=[CH:26][C:24]=2[N:25]=1.C([O-])([O-])=O.[K+].[K+]>C(C#N)(C)=O>[CH3:1][O:2][C:3](=[O:19])[CH2:4][C:5]1[CH:10]=[CH:9][CH:8]=[C:7]([NH:11][C:12]2[N:17]=[C:16]([N:22]3[C:23]4[CH:29]=[CH:28][CH:27]=[CH:26][C:24]=4[N:25]=[C:21]3[Cl:20])[N:15]=[CH:14][N:13]=2)[CH:6]=1 |f:2.3.4|. Procedure: [3-(4-Chloro-[1,3,5]triazin-2-ylamino)phenyl]acetic acid methyl ester (3.530 g, 12.67 mmol) is combined with 2-chlorobenzimidazole (1.933 g, 12.67 mmol) and K2CO3(2.101 g, 15.20 mmol) in AcCN (50 ml) and heated at 65-750° C. for 2 to 20 hours. The reaction mix is cooled to RT. The inorganic salts are filtered off. The AcCN solution is concentrated down under reduced pressure. The crude is purifired by chromatography with an EtOAc/hexane elution gradient, giving {3-[4-(2-chloro-benzimidazol-1-yl)...